Dataset: the Open Reaction Database (ORD), a public repository of structured organic reaction records. Task: describe an organic reaction: reactants, conditions, products, and yield Conditions: time 8 hour. Yields the product C(C)(C)(C)OC(=O)C=1C=C(C(=O)O)C=CC1O (3-tert-butyloxycarbonyl-4-hydroxybenzoic acid). Isolated yield 82.6%. Procedure details: To a mixture of 1.00 g of the methyl 3-tert-butyloxycarbonyl-4-hydroxybenzoate and dioxane (10 ml) was added a 1 M aqueous sodium hydroxide solution (16 ml) at 25° C. and stirred overnight. The reaction solution was neutralized with 1 M hydrochloric acid, extracted with ethyl acetate, and dried over MgSO4. The solvent was evaporated under reduced pressure, thereby giving 0.78 g of 3-tert-butyloxycarbonyl-4-hydroxybenzoic acid. As a reaction SMILES: [C:1]([O:5][C:6]([C:8]1[CH:9]=[C:10]([CH:15]=[CH:16][C:17]=1[OH:18])[C:11]([O:13]C)=[O:12])=[O:7])([CH3:4])([CH3:3])[CH3:2].[OH-].[Na+].Cl>O1CCOCC1>[C:1]([O:5][C:6]([C:8]1[CH:9]=[C:10]([CH:15]=[CH:16][C:17]=1[OH:18])[C:11]([OH:13])=[O:12])=[O:7])([CH3:4])([CH3:2])[CH3:3] |f:1.2|. The solvent is O1CCOCC1 (dioxane). The reactants are [OH-].[Na+] (sodium hydroxide), C(C)(C)(C)OC(=O)C=1C=C(C(=O)OC)C=CC1O (methyl 3-tert-butyloxycarbonyl-4-hydroxybenzoate), Cl (hydrochloric acid). The reactants are C([O-])([O-])=O.[Ca+2] (calcium carbonate), C(\C=C\C(=O)[O-])(=O)[O-].[Ca+2] (calcium fumarate), N (ammonia), C(\C=C\C(=O)[O-])(=O)[O-].[NH4+].[NH4+] (ammonium fumarate), N[C@@H](CC(=O)[O-])C(=O)[O-].[NH4+].[NH4+] (ammonium aspartate), [Ca] (calcium), [OH-].[Ca+2].[OH-] (calcium hydroxide), C(\C=C\C(=O)O)(=O)O (fumaric acid), C(\C=C\C(=O)[O-])(=O)[O-].[NH4+].[NH4+] (ammonium fumarate). Yields the product N[C@@H](CC(=O)O)C(=O)O (aspartic acid). As a reaction SMILES: C(=O)([O-])[O-].[Ca+2].[OH-].[Ca+2].[OH-].C(O)(=O)/C=C/C(O)=O.N.C([O-])(=O)/C=C/C([O-])=O.[Ca+2].C([O-])(=O)/C=C/C([O-])=O.[NH4+].[NH4+].[Ca].[NH2:38][C@H:39]([C:44]([O-:46])=[O:45])[CH2:40][C:41]([O-:43])=[O:42].[NH4+].[NH4+]>>[NH2:38][C@H:39]([C:44]([OH:46])=[O:45])[CH2:40][C:41]([OH:43])=[O:42] |f:0.1,2.3.4,7.8,9.10.11,13.14.15|. Procedure: A process for the preparation of aspartic acid via a fermentation process for the preparation of ammonium fumarate, wherein the pH of the fermentation broth is controlled by the addition of a calcium base to produce a calcium fumarate precipitate, characterised in that ammonium fumarate is produced by separating said precipitated calcium fumarate from said fermentation broth, and reacting said precipitate with a reagent selected from ammonia, ammonium carbonate, ammonia in combination with CO2 a... The reactants are [N+](=O)([O-])CCCC(=O)OC (Methyl 4-nitrobutyrate), C(C1=CC=CC=C1)=O (benzaldehyde), C(C)(=O)[O-].[NH4+] (ammonium acetate). Run in C(C)O (ethanol). Product: [N+](=O)([O-])[C@H]1[C@@H](NC(CC1)=O)C1=CC=CC=C1 (trans-3nitro-6-oxo-2-phenylpiperidine). Yield: 84.7%. As a reaction SMILES: [N+:1]([CH2:4][CH2:5][CH2:6][C:7]([O:9]C)=O)([O-:3])=[O:2].[CH:11](=O)[C:12]1[CH:17]=[CH:16][CH:15]=[CH:14][CH:13]=1.C([O-])(=O)C.[NH4+:23]>C(O)C>[N+:1]([C@@H:4]1[CH2:5][CH2:6][C:7](=[O:9])[NH:23][C@H:11]1[C:12]1[CH:17]=[CH:16][CH:15]=[CH:14][CH:13]=1)([O-:3])=[O:2] |f:2.3|. Reported procedure: Methyl 4-nitrobutyrate (1) (240 g, 1.63 mol), benzaldehyde (189 g, 1.78 mol), ammonium acetate (164 g, 2.12 mol) and ethanol (1680 ml) were placed in a 3-liter 3-necked flask equipped with a mechanical stirrer, under an atmosphere of nitrogen. The mixture was heated under reflux for four hours to yield an orange solution which crystallised on cooling. The crystalline product was isolated by filtration, washed with ethanol, ether and then dried under vacuum to afford trans-3nitro-6-oxo-2-phenylpi... Reactants: FC=1C(=C(C(=C2C1C(=O)OC2=O)F)F)F (tetrafluorophthalic anhydride), C[C@H](C1=CC=CC=C1)N ((R)-α-methylbenzylamine). Solvent: C(Cl)(Cl)Cl (chloroform). Run at temperature 180 celsius. Product: C1(=CC=CC=C1)[C@@H](C)N1C(C2=C(C(=C(C(=C2C1=O)F)F)F)F)=O ((R)-2-(1-phenylethyl)-4,5,6,7-tetrafluoro-1H-isoindole-1,3-dione). Yield: 65.1%. Reaction SMILES: [F:1][C:2]1[C:3]([F:15])=[C:4]([F:14])[C:5]([F:13])=[C:6]2[C:11](=[O:12])[O:10][C:8](=O)[C:7]=12.[CH3:16][C@@H:17]([NH2:24])[C:18]1[CH:23]=[CH:22][CH:21]=[CH:20][CH:19]=1>C(Cl)(Cl)Cl>[C:18]1([C@H:17]([N:24]2[C:11](=[O:12])[C:6]3[C:7](=[C:2]([F:1])[C:3]([F:15])=[C:4]([F:14])[C:5]=3[F:13])[C:8]2=[O:10])[CH3:16])[CH:23]=[CH:22][CH:21]=[CH:20][CH:19]=1. Reported procedure: 220 mg of tetrafluorophthalic anhydride and 121 mg of (R)-α-methylbenzylamine were charged in an egg-plant type flask of 50 ml, followed by stirring under heating at a temperature of 180° C. for 2 hours. After cooled, the reaction product was dissolved in chloroform, purified by silica gel column chromatography (eluent; methylene k chloride:methanol=30:1 v/v), recrystallized from a mixed solvent of n-hexane-ethyl acetate, to obtain 210 mg of the desired product as colorless needles. Yield: 65%. ... Starting materials: [Mg] (magnesium), 122, C(C)Br (ethyl bromide), CC1(CCC(C2=CC=CC=C12)C(=O)Cl)C (1,1-dimethyl-tetralin-4-carboxylic acid chloride). Product: CC1(CCC(C2=CC=CC=C12)C(CC)=O)C (1,1-dimethyl-4-propionyl-tetralin). Reaction SMILES: [CH3:1][C:2]1([CH3:15])[C:11]2[C:6](=[CH:7][CH:8]=[CH:9][CH:10]=2)[CH:5]([C:12](Cl)=[O:13])[CH2:4][CH2:3]1.[Mg].[CH2:17](Br)[CH3:18]>CCOCC.[Cu]I>[CH3:1][C:2]1([CH3:15])[C:11]2[C:6](=[CH:7][CH:8]=[CH:9][CH:10]=2)[CH:5]([C:12](=[O:13])[CH2:17][CH3:18])[CH2:4][CH2:3]1. Run in CCOCC (ether), CCOCC (ether). Procedure details: 223 g (1 mol) of 1,1-dimethyl-tetralin-4-carboxylic acid chloride and 11 g of copper (I) iodide are placed in a 1-liter flask provided with a thermometer, stirrer, dropping funnel and reflux condenser and there is allowed to drop in from the dropping funnel at -10° C. to -5° C. a Grignard solution freshly prepared from 27 g (1.1 mol) of magnesium shavings and 122 (1.12 mol) of ethyl bromide in 500 ml of absolute ether. In so doing, the mixture must be diluted with a small amount of ether. The mi... Yield: 64.0%. Reaction conditions: time 5 hour. Reagents/catalysts: [Cu]I (copper (I) iodide). The reactants are C(C)(C)(C)OC(NCCCCC1=CC=C(C=C1)OCC(CNC(=O)OC(C)(C)C)O)=O ({4-[4-(3-tert-Butoxycarbonylamino-2-hydroxypropoxy)-phenyl]butyl}carbamic acid tert-butyl ester), [H][H] (hydrogen). Reagents/catalysts: [Pd] (palladium on carbon). Run in CO (methanol). The product is C(C)(C)(C)OC(NCC(COC1=CC=C(C=C1)CCCCN)O)=O ({3-[4-(4-Aminobutyl)phenoxy]-2-hydroxypropyl}carbamic acid tert-butyl ester). Isolated yield 123.3%. Reaction SMILES: C(OC(=O)[NH:7][CH2:8][CH2:9][CH2:10][CH2:11][C:12]1[CH:17]=[CH:16][C:15]([O:18][CH2:19][CH:20]([OH:30])[CH2:21][NH:22][C:23]([O:25][C:26]([CH3:29])([CH3:28])[CH3:27])=[O:24])=[CH:14][CH:13]=1)(C)(C)C.[H][H]>[Pd].CO>[C:26]([O:25][C:23](=[O:24])[NH:22][CH2:21][CH:20]([OH:30])[CH2:19][O:18][C:15]1[CH:16]=[CH:17][C:12]([CH2:11][CH2:10][CH2:9][CH2:8][NH2:7])=[CH:13][CH:14]=1)([CH3:29])([CH3:27])[CH3:28]. Procedure: A suspension of 41 (0.8 g, 1.69 mmol) with 10% palladium on carbon (0.40 g, wet) in methanol (30 mL) was stirred for 3 h at room temperature under atmospheric pressure of hydrogen. The mixture was then filtered through a silica gel pad; the solvent was evaporated to provide 42 (0.705 g, 99%) as a white solid. 1H NMR (300 MHz, CDCl3) δ 1.45 (s, 9H), 1.55 (m, 4H), 2.58 (m, 4H), 2.71 (m, 2H), 3.29 (m, 1H), 3.45 (m, 2H), 3.92 (m, 2H), 4.10 (br s, 1H), 5.10 (br s, 1H), 6.81 (d, 2H), 7.08 (d, 2H). Starting materials: ClC1=CC=C(C=NO)C=C1 (4-chlorobenzaldoxime), ClCl (Chlorine). The solvent is C(Cl)(Cl)Cl (chloroform). Reaction conditions: time 1 hour. The product is ClC1=CC=C(C(=NO)Cl)C=C1 (4-chlorobenzohydroximoyl chloride). RXN SMILES: [Cl:1][C:2]1[CH:10]=[CH:9][C:5]([CH:6]=[N:7][OH:8])=[CH:4][CH:3]=1.[Cl:11]Cl>C(Cl)(Cl)Cl>[Cl:1][C:2]1[CH:10]=[CH:9][C:5]([C:6]([Cl:11])=[N:7][OH:8])=[CH:4][CH:3]=1. Procedure details: A solution of 16.75 g of 4-chlorobenzaldoxime in 155 ml of chloroform was cooled to 5°. Chlorine gas was passed slowly through the solution until no more was absorbed; a blue-green color developed and the temperature slowly increased to 20°. The mixture was stirred for 1 hour at 5°, then heated under reflux for half an hour. The mixture was cooled to room temperature, then the solvent was evaporated under reduced pressure to give a white solid. The solid was collected and dried in a vacuum desic... Starting materials: S(O)(O)(=O)=O (sulfuric acid), FC1=C(C(=O)O)C=CC(=C1SC)C(F)(F)F (2-fluoro-3-methylthio-4-(trifluoromethyl)benzoic acid), CO (methanol). The product is FC1=C(C(=O)OC)C=CC(=C1SC)C(F)(F)F (methyl 2-fluoro-3-methylthio-4-(trifluoromethyl)benzoate). RXN SMILES: S(=O)(=O)(O)O.[F:6][C:7]1[C:15]([S:16][CH3:17])=[C:14]([C:18]([F:21])([F:20])[F:19])[CH:13]=[CH:12][C:8]=1[C:9]([OH:11])=[O:10].[CH3:22]O>>[F:6][C:7]1[C:15]([S:16][CH3:17])=[C:14]([C:18]([F:21])([F:19])[F:20])[CH:13]=[CH:12][C:8]=1[C:9]([O:11][CH3:22])=[O:10]. Procedure details: 5 ml of concentrated sulfuric acid were added to 20.0 g (78.7 mmol) of 2-fluoro-3-methylthio-4-(trifluoromethyl)benzoic acid in 200 ml of methanol, and the mixture was heated under reflux until HPLC analysis showed complete conversion. The mixture was cooled and the solvent was removed. The residue was taken up in water, and the mixture was extracted twice with ethyl acetate. The combined organic phases were washed once with saturated aqueous NaHCO3 solution. Finally, the organic phase was dried...